Task: describe an organic reaction: reactants, conditions, products, and yield. Dataset: the Open Reaction Database (ORD), a public repository of structured organic reaction records The reactants are CC1=C(C(=O)NC2=NC=C(C=C2)C(=O)Cl)C=C(C=C1)F (2-[(2-methyl-5-fluorobenzoyl)amino]-5-pyridinylcarbonyl chloride), C(C)(C)N(C(C)C)CC (N,N-diisopropylethylamine), C1=CC=CC2=C1CNC1=C(O2)C=CC=C1 (10,11-dihydrodibenz[b,f][1,4]oxazepine). Solvent: ClCCl (dichloromethane). Yields the product C1=CC=CC2=C1CN(C1=C(O2)C=CC=C1)C(=O)C=1C=CC(=NC1)NC(C1=C(C=CC(=C1)F)C)=O (N-[5-(Dibenz[b,f][1,4]oxazepin-10(11H)ylcarbonyl)-2-pyridinyl]-5-fluoro-2-methylbenzamide). As a reaction SMILES: [CH:1]1[C:6]2[CH2:7][NH:8][C:9]3[CH:15]=[CH:14][CH:13]=[CH:12][C:10]=3[O:11][C:5]=2[CH:4]=[CH:3][CH:2]=1.[CH3:16][C:17]1[CH:34]=[CH:33][C:32]([F:35])=[CH:31][C:18]=1[C:19]([NH:21][C:22]1[CH:27]=[CH:26][C:25]([C:28](Cl)=[O:29])=[CH:24][N:23]=1)=[O:20].C(N(CC)C(C)C)(C)C>ClCCl>[CH:1]1[C:6]2[CH2:7][N:8]([C:28]([C:25]3[CH:26]=[CH:27][C:22]([NH:21][C:19](=[O:20])[C:18]4[CH:31]=[C:32]([F:35])[CH:33]=[CH:34][C:17]=4[CH3:16])=[N:23][CH:24]=3)=[O:29])[C:9]3[CH:15]=[CH:14][CH:13]=[CH:12][C:10]=3[O:11][C:5]=2[CH:4]=[CH:3][CH:2]=1. Procedure: As described for Example 46, 10,11-dihydrodibenz[b,f][1,4]oxazepine is reacted in dichloromethane with 2-[(2-methyl-5-fluorobenzoyl)amino]-5-pyridinylcarbonyl chloride in the presence of N,N-diisopropylethylamine to give the product as crystals. m.p. 180° C.-186° C. Reactants: O=[N+]([O-])c1cc(Br)c(F)cc1O, CCO, [Na+], [Na+], O, O=S([O-])S(=O)[O-]. Product: Nc1cc(Br)c(F)cc1O. Reaction SMILES: [Br:9][c:10]1[cH:11][c:12]([N+:18]([O-:19])=[O:20])[c:13]([OH:17])[cH:14][c:15]1[F:16].[CH3:22][CH2:23][OH:24].[Na+:7].[Na+:8].[OH2:21].[S:1]([S:2]([O-:3])=[O:4])([O-:5])=[O:6]>>[Br:9][c:10]1[cH:11][c:12]([NH2:18])[c:13]([OH:17])[cH:14][c:15]1[F:16]. The reactants are CCOC(=O)C(=O)CBr, Br, Br, CCOC(=O)c1csc(N)n1, NC(N)=S, [Na+], [Na+], O=C([O-])[O-], c1cocn1. Product: CCOC(=O)c1nc(N)sc1Br. RXN SMILES: [Br:12][CH2:13][C:14](=[O:15])[C:16]([O:17][CH2:18][CH3:19])=[O:20].[Br:30].[BrH:37].[NH2:1][c:2]1[s:3][cH:4][c:5]([C:7](=[O:8])[O:9][CH2:10][CH3:11])[n:6]1.[NH2:21][C:22](=[S:23])[NH2:24].[Na+:31].[Na+:32].[O-:33][C:34](=[O:35])[O-:36].[o:25]1[cH:26][cH:27][n:28][cH:29]1>>[NH2:1][c:2]1[s:3][c:4]([Br:12])[c:5]([C:7](=[O:8])[O:9][CH2:10][CH3:11])[n:6]1. Yields the product C(C)OC([C@H](CC1=CC(=C(C=C1)OCCCOC1=CC=C(C=C1)OC1=CC=CC=C1)CC=C)OC)=O ((2S)-3-{3-Allyl-4-[3-(4-phenoxy-phenoxy)-propoxy]-phenyl}-2-methoxy-propionic acid ethyl ester). Starting materials: C(C)OC([C@H](CC1=CC(=C(C=C1)O)CC=C)OC)=O ((2S)-3-(3-Allyl-4-hydroxy-phenyl)-2-methoxy-propionic acid ethyl ester), BrCCCOC1=CC=C(C=C1)OC1=CC=CC=C1 (4-(3-bromopropoxy)-1-phenoxybenzene). As a reaction SMILES: [CH2:1]([O:3][C:4](=[O:19])[C@@H:5]([O:17][CH3:18])[CH2:6][C:7]1[CH:12]=[CH:11][C:10]([OH:13])=[C:9]([CH2:14][CH:15]=[CH2:16])[CH:8]=1)[CH3:2].Br[CH2:21][CH2:22][CH2:23][O:24][C:25]1[CH:30]=[CH:29][C:28]([O:31][C:32]2[CH:37]=[CH:36][CH:35]=[CH:34][CH:33]=2)=[CH:27][CH:26]=1>>[CH2:1]([O:3][C:4](=[O:19])[C@@H:5]([O:17][CH3:18])[CH2:6][C:7]1[CH:12]=[CH:11][C:10]([O:13][CH2:21][CH2:22][CH2:23][O:24][C:25]2[CH:30]=[CH:29][C:28]([O:31][C:32]3[CH:37]=[CH:36][CH:35]=[CH:34][CH:33]=3)=[CH:27][CH:26]=2)=[C:9]([CH2:14][CH:15]=[CH2:16])[CH:8]=1)[CH3:2]. Procedure: (2S)-3-(3-Allyl-4-hydroxy-phenyl)-2-methoxy-propionic acid ethyl ester from Step A was allowed to react with 4-(3-bromopropoxy)-1-phenoxybenzene under the Standard Procedure I to give the title compound. The reactants are ClC1=C(C=C2C(NC(=NC2=C1)N1N=CC(=C1)C(=O)OCC)=O)C1=C(C=CC=C1)C (ethyl 1-(7-chloro-4-oxo-6-(o-tolyl)-3,4-dihydroquinazolin-2-yl)-1H-pyrazole-4-carboxylate), C1(CC1)N (cyclopropyl amine). Product: C1(CC1)NC1=NC(=NC2=CC(=C(C=C12)C1=C(C=CC=C1)C)Cl)N1N=CC(=C1)C(=O)O (1-(4-(Cyclopropylamino)-7-chloro-6-(o-tolyl)quinazolin-2-yl)-1H-pyrazole-4-carboxylic acid). RXN SMILES: [Cl:1][C:2]1[CH:11]=[C:10]2[C:5]([C:6](=O)[NH:7][C:8]([N:12]3[CH:16]=[C:15]([C:17]([O:19]CC)=[O:18])[CH:14]=[N:13]3)=[N:9]2)=[CH:4][C:3]=1[C:23]1[CH:28]=[CH:27][CH:26]=[CH:25][C:24]=1[CH3:29].[CH:30]1([NH2:33])[CH2:32][CH2:31]1>>[CH:30]1([NH:33][C:6]2[C:5]3[C:10](=[CH:11][C:2]([Cl:1])=[C:3]([C:23]4[CH:28]=[CH:27][CH:26]=[CH:25][C:24]=4[CH3:29])[CH:4]=3)[N:9]=[C:8]([N:12]3[CH:16]=[C:15]([C:17]([OH:19])=[O:18])[CH:14]=[N:13]3)[N:7]=2)[CH2:32][CH2:31]1. Procedure details: The above compound may be made analogous to Example 1 using ethyl 1-(7-chloro-4-oxo-6-(o-tolyl)-3,4-dihydroquinazolin-2-yl)-1H-pyrazole-4-carboxylate in step D and cyclopropyl amine in step E. MS (ESI): predicted mass calcd. for C22H18ClN5O2, 419.9 Starting materials: CCCN(C1CCc2cccc(Br)c2C1)C(C)c1ccccc1, [Li]C(C)(C)C, C1CCOC1, CCCCC. Product: CCCN(C1CCc2cccc(C=O)c2C1)C(C)c1ccccc1. Reaction SMILES: [Br:1][c:2]1[cH:3][cH:4][cH:5][c:6]2[c:11]1[CH2:10][CH:9]([N:12]([CH2:13][CH2:14][CH3:15])[CH:16]([c:17]1[cH:18][cH:19][cH:20][cH:21][cH:22]1)[CH3:23])[CH2:8][CH2:7]2.[C:29]([Li:30])([CH3:31])([CH3:32])[CH3:33].[CH2:24]1[CH2:26][CH2:25][CH2:27][O:28]1.[CH3:34][CH2:35][CH2:36][CH2:37][CH3:38]>>[c:2]1([CH:27]=[O:28])[cH:3][cH:4][cH:5][c:6]2[c:11]1[CH2:10][CH:9]([N:12]([CH2:13][CH2:14][CH3:15])[CH:16]([c:17]1[cH:18][cH:19][cH:20][cH:21][cH:22]1)[CH3:23])[CH2:8][CH2:7]2. Starting materials: ClC1=NC(=NC(=N1)NC1=CC(=C(C=C1)OC)Cl)NCC1CCCCC1 (6-Chloro-N-(3-chloro-4-methoxy-phenyl)-N′-cyclohexylmethyl-[1,3,5]triazine-2,4-diamine), CN1CCC(CC1)NC (N-methyl-4(methylamino)piperidine), [OH-].[Na+] (NaOH), Cl (HCl). The solvent is O1CCOCC1 (1,4-dioxane), CC(=O)C (acetone). Run at temperature 80 celsius, time 2 hour. Product: [OH-].[NH4+] (ammonium hydroxide), ClC=1C=C(C=CC1OC)NC1=NC(=NC(=N1)NCC1CCCCC1)N(C1CCN(CC1)C)C (N-(3-Chloro-4-methoxy-phenyl)-N′-cyclohexylmethyl-N″-methyl-N″-(1-methyl-piperidin-4-yl)-[1,3,5]triazine-2,4,6-triamine). Isolated yield 17.3%. As a reaction SMILES: Cl[C:2]1[N:7]=[C:6]([NH:8][C:9]2[CH:14]=[CH:13][C:12]([O:15][CH3:16])=[C:11]([Cl:17])[CH:10]=2)[N:5]=[C:4]([NH:18][CH2:19][CH:20]2[CH2:25][CH2:24][CH2:23][CH2:22][CH2:21]2)[N:3]=1.[CH3:26][N:27]1[CH2:32][CH2:31][CH:30]([NH:33][CH3:34])[CH2:29][CH2:28]1.[OH-].[Na+].Cl>O1CCOCC1.CC(C)=O>[OH-:15].[NH4+:3].[Cl:17][C:11]1[CH:10]=[C:9]([NH:8][C:6]2[N:5]=[C:4]([NH:18][CH2:19][CH:20]3[CH2:25][CH2:24][CH2:23][CH2:22][CH2:21]3)[N:3]=[C:2]([N:33]([CH3:34])[CH:30]3[CH2:31][CH2:32][N:27]([CH3:26])[CH2:28][CH2:29]3)[N:7]=2)[CH:14]=[CH:13][C:12]=1[O:15][CH3:16] |f:2.3,7.8|. Procedure details: To a sample of 102 (0.286 g, 1.0 mmol) dissolved in 1,4-dioxane (4 mL) was added a solution of N-methyl-4(methylamino)piperidine (0.15 mL, 1.0 mmol) in acetone (1 mL) followed by addition of a NaOH solution (0.0462 g, 1.0 mmol dissolved in 1 mL of H2O). The reaction mixture was allowed to stir at about 80° C. for about 2 hours. The reaction mixture was poured over crushed ice and neutralized with 10% HCl (aq). The resulting solid was collected by vacuum filtration, washed with water and dried un... Reactants: C(CCC)[Mg]Cl (n-BuMgCl), C1(C=CCCC1)=O (cyclohexenone). Solvent: C1CCOC1 (THF). Run at temperature -78 celsius. The product is C(CCC)C1CC(CCC1)=O (3-butylcyclohexanone). Isolated yield 94.0%. RXN SMILES: [CH2:1]([Mg]Cl)[CH2:2][CH2:3][CH3:4].[C:7]1(=[O:13])[CH2:12][CH2:11][CH2:10][CH:9]=[CH:8]1>C1COCC1>[CH2:1]([CH:9]1[CH2:10][CH2:11][CH2:12][C:7](=[O:13])[CH2:8]1)[CH2:2][CH2:3][CH3:4]. Procedure: A THF (5 mL) suspension of CuBr.Me2S (26.3 mg, 0.128 mmol) was treated with 1.0 equiv of n-BuLi at -78° C. under an argon atmosphere. The mixture was allowed to warm up slightly with the formation of a bright yellow solid. The mixture was again cooled to -78° C. and treated with Li(CHIRAMT) formed from compound 4 (85.8 mg, 0.261 mmol) and n-BuLi (1.0 equiv). The yellow slurry was stirred with gradual warming until a homogeneous burgundy solution was obtained. In the case of R=Me, a homogeneous m... The reactants are N1=CC=CC=C1 (Pyridine), C(C)(C)(C)OC(=O)CN[C@@H](C(=O)NNC(=O)C(=O)OCC)CC1=CC=CC=C1 (1-((2R)-2-((tert-Butoxycarbonyl)methylamino)-3-phenylpropionyl)-2-ethoxycarbonylformylhydrazine), S(=O)(Cl)Cl (Thionyl chloride). The solvent is C1CCOC1 (THF), CCOCC (ether). Conditions: temperature 0 celsius, time 2 hour. The product is C(C)OC(=O)C=1OC(=NN1)[C@@H](CC1=CC=CC=C1)NCC(=O)OC(C)(C)C (5-((1R)-1-((tert-butoxycarbonyl)methylamino)-2-phenylethyl)-[1,3,4]oxadiazole-2-carboxylic acid ethylester). Yield: 54.1%. Reaction SMILES: [C:1]([O:5][C:6]([CH2:8][NH:9][C@H:10]([CH2:22][C:23]1[CH:28]=[CH:27][CH:26]=[CH:25][CH:24]=1)[C:11]([NH:13][NH:14][C:15]([C:17]([O:19][CH2:20][CH3:21])=[O:18])=[O:16])=O)=[O:7])([CH3:4])([CH3:3])[CH3:2].N1C=CC=CC=1.S(Cl)(Cl)=O>CCOCC.C1COCC1>[CH2:20]([O:19][C:17]([C:15]1[O:16][C:11]([C@H:10]([NH:9][CH2:8][C:6]([O:5][C:1]([CH3:4])([CH3:3])[CH3:2])=[O:7])[CH2:22][C:23]2[CH:28]=[CH:27][CH:26]=[CH:25][CH:24]=2)=[N:13][N:14]=1)=[O:18])[CH3:21]. Procedure details: 1-((2R)-2-((tert-Butoxycarbonyl)methylamino)-3-phenylpropionyl)-2-ethoxycarbonylformylhydrazine (1.4 g, 3.55 mmol) was dissolved in ether (25 ml) and THF (10 ml). Pyridine (1.44 ml 17.75 mmol) was added, and the solution was cooled to 0° C. Thionyl chloride (0.3 ml, 3.90 mmol) was added dropwise. The reaction mixture was stirred at 0° C. for 2 h. The precipitation was filtered off. The solvent was removed in vacuo without warming. The residue was dissolved in toluene (25 ml) and the solution was...